From a dataset of the Open Reaction Database (ORD), a public repository of structured organic reaction records. describe an organic reaction: reactants, conditions, products, and yield Starting materials: NC1=CC=C(C=C1)C=1SC2=C(N1)C=CC=C2 (2-(4'-aminophenyl) benzothiazole), ICl (iodine monochloride). Run in C(C)(=O)O (acetic acid), C(C)(=O)O (acetic acid). Conditions: time 2 hour. Yields the product NC1=C(C=C(C=C1)C=1SC2=C(N1)C=CC=C2)I (2-(4'-amino-3'-iodophenyl)benzothiazole). Isolated yield 71.4%. Reaction SMILES: [NH2:1][C:2]1[CH:7]=[CH:6][C:5]([C:8]2[S:9][C:10]3[CH:16]=[CH:15][CH:14]=[CH:13][C:11]=3[N:12]=2)=[CH:4][CH:3]=1.[I:17]Cl>C(O)(=O)C>[NH2:1][C:2]1[CH:3]=[CH:4][C:5]([C:8]2[S:9][C:10]3[CH:16]=[CH:15][CH:14]=[CH:13][C:11]=3[N:12]=2)=[CH:6][C:7]=1[I:17]. Reported procedure: To a solution in acetic acid (35 ml) of 2-(4'-aminophenyl) benzothiazole (2.98 g, 0.0132 mol) prepared as above was added dropwise a solution of iodine monochloride (2.78 g, 0.0171 mol) in acetic acid (35 ml) over 10 minutes at room temperature, followed by stirring for 11/2 hours. After evaporation of the solvent, 60 ml dichloromethane was added to the residue and the resulting suspension was neutralised with sodium hydrogen carbonate. Then 300 ml of water was added. The organic layer was washe... The reactants are C(C)(=O)OC1=CC=C2C(=CC(OC2=C1)=O)CC(=O)O (7-Acetoxycoumarin-4-acetic acid), C(CCl)Cl (EDC), C=1C=CC2=C(C1)N=NN2O (HOBt), C(C1=CC=CC=C1)SC(CN)=O (amino thioacetic acid S-benzyl ester). Solvent: C1CCOC1 (THF), CN(C)C=O (DMF). Reaction conditions: time 30 minute. Yields the product C(C1=CC=CC=C1)SC(=O)CNC(=O)CC1=CC(OC2=CC(=CC=C12)OC(C)=O)=O (acetic acid 4-[-(benzylsulfanylcarbonylmethyl-carbamoyl)-methyl]-2-oxo-2H-chromen-7-yl ester). Yield: 56.9%. Reaction SMILES: [C:1]([O:4][C:5]1[CH:14]=[C:13]2[C:8]([C:9]([CH2:16][C:17]([OH:19])=O)=[CH:10][C:11](=[O:15])[O:12]2)=[CH:7][CH:6]=1)(=[O:3])[CH3:2].C(Cl)CCl.C1C=CC2N(O)N=NC=2C=1.[CH2:34]([S:41][C:42](=[O:45])[CH2:43][NH2:44])[C:35]1[CH:40]=[CH:39][CH:38]=[CH:37][CH:36]=1>C1COCC1.CN(C=O)C>[CH2:34]([S:41][C:42]([CH2:43][NH:44][C:17]([CH2:16][C:9]1[C:8]2[C:13](=[CH:14][C:5]([O:4][C:1](=[O:3])[CH3:2])=[CH:6][CH:7]=2)[O:12][C:11](=[O:15])[CH:10]=1)=[O:19])=[O:45])[C:35]1[CH:40]=[CH:39][CH:38]=[CH:37][CH:36]=1. Procedure: To a solution of 10 (0.162 g, 0.62 mmol) in dry THF was added EDC (0.13 g, 0.68 mmol) and HOBt (0.104 g, 0.68 mmol). The reaction was stirred for 30 minutes under ice-cold conditions, followed by addition of 8 (0.135 g, 0.62 mmol) dissolved in minimal amount of DMF. The resulting solution was stirred further for 6 hours at RT. Upon removal of the solvent in vacuo, the resulting mixture was taken into ethyl acetate and washed with 1 N HCl (2×30 ml), water (2×30 ml) and brine (2×30 ml). The organi...